Dataset: the Open Reaction Database (ORD), a public repository of structured organic reaction records. Task: describe an organic reaction: reactants, conditions, products, and yield The reactants are FC(C=1C=C(CN(C2C3=C(N(CCC2)C(=O)OC(C)C)C(=C(C=C3)C(F)(F)F)C)C3=NN=NN3)C=C(C1)C(F)(F)F)(F)F ((+/−)-isopropyl 5-[(3,5-bistrifluoromethyl-benzyl)-(1H-tetrazol-5-yl)-amino]-9-methyl-8-trifluormethyl-2,3,4,5-tetrahydrobenzo[b]azepine-1-carboxylate), CO (methanol), C1(=CC=CC=C1)P(C1=CC=CC=C1)C1=CC=CC=C1 (triphenyl phosphine), N(=NC(=O)OCC)C(=O)OCC (diethyl azodicarboxylate). The solvent is ClCCl (dichloromethane). Run at time 3 hour. Yields the product FC(C=1C=C(CN(C2C3=C(N(CCC2)C(=O)OC(C)C)C(=C(C=C3)C(F)(F)F)C)C=3N=NN(N3)C)C=C(C1)C(F)(F)F)(F)F ((+/−)-isopropyl 5-[(3,5-bistrifluoromethyl-benzyl)-(2-methyl-2H-tetrazol-5-yl)-amino]-9-methyl-8-trifluormethyl-2,3,4,5-tetrahydrobenzo[b]azepine-1-carboxylate). The yield is 53.0%. As a reaction SMILES: [F:1][C:2]([F:43])([F:42])[C:3]1[CH:4]=[C:5]([CH:35]=[C:36]([C:38]([F:41])([F:40])[F:39])[CH:37]=1)[CH2:6][N:7]([C:30]1[NH:34][N:33]=[N:32][N:31]=1)[CH:8]1[CH2:14][CH2:13][CH2:12][N:11]([C:15]([O:17][CH:18]([CH3:20])[CH3:19])=[O:16])[C:10]2[C:21]([CH3:29])=[C:22]([C:25]([F:28])([F:27])[F:26])[CH:23]=[CH:24][C:9]1=2.CO.[C:46]1(P(C2C=CC=CC=2)C2C=CC=CC=2)C=CC=CC=1.N(C(OCC)=O)=NC(OCC)=O>ClCCl>[F:39][C:38]([F:41])([F:40])[C:36]1[CH:35]=[C:5]([CH:4]=[C:3]([C:2]([F:42])([F:1])[F:43])[CH:37]=1)[CH2:6][N:7]([C:30]1[N:31]=[N:32][N:33]([CH3:46])[N:34]=1)[CH:8]1[CH2:14][CH2:13][CH2:12][N:11]([C:15]([O:17][CH:18]([CH3:19])[CH3:20])=[O:16])[C:10]2[C:21]([CH3:29])=[C:22]([C:25]([F:26])([F:27])[F:28])[CH:23]=[CH:24][C:9]1=2. Reported procedure: To a solution of (+/−)-isopropyl 5-[(3,5-bistrifluoromethyl-benzyl)-(1H-tetrazol-5-yl)-amino]-9-methyl-8-trifluormethyl-2,3,4,5-tetrahydrobenzo[b]azepine-1-carboxylate (87 mg, 0.139 mmol), methanol (0.564 mL, 13.9 mmol), triphenyl phosphine (73 mg, 0.278 mmol) in dry dichloromethane (3.4 mL) at 0° C., under nitrogen, add diethyl azodicarboxylate (0.128 mL, 0.278 mmol). Stir the reaction mixture at room temperature for 3 h. Remove the solvents under reduced pressure and purify the residue by flas... The reactants are O=C(NC1CC1)c1cccc([N+](=O)[O-])c1NC1CC1, COC(=O)c1cccc(N)c1NC1CC1. Yields the product Nc1cccc(C(=O)NC2CC2)c1NC1CC1. RXN SMILES: [CH:16]1([NH:19][C:20]([c:21]2[c:22]([NH:30][CH:31]3[CH2:32][CH2:33]3)[c:23]([N+:27]([O-:28])=[O:29])[cH:24][cH:25][cH:26]2)=[O:34])[CH2:17][CH2:18]1.[NH2:1][c:2]1[c:3]([NH:4][CH:5]2[CH2:6][CH2:7]2)[c:8]([C:12]([O:13][CH3:14])=[O:15])[cH:9][cH:10][cH:11]1>>[CH:16]1([NH:19][C:20]([c:21]2[c:22]([NH:30][CH:31]3[CH2:32][CH2:33]3)[c:23]([NH2:27])[cH:24][cH:25][cH:26]2)=[O:34])[CH2:17][CH2:18]1. Starting materials: C(C)(C)(C)OC(=O)N1[C@H](C(=O)N2[C@H](C(=O)NCC3=C(C=CC(=C3)Cl)CNC(=O)OC(C)(C)C)CCC2)C(CC1)CC (1-(tert-butoxycarbonyl)-3-ethylprolyl-N-(2-{[(tert-butoxycarbonyl)amino]methyl}-5-chlorobenzyl)-L-prolinamide), solution, Cl (HCl). Run in O1CCOCC1 (dioxane), O1CCOCC1 (dioxane). The product is C(C)C1[C@H](NCC1)C(=O)N1[C@H](C(=O)NCC2=C(C=CC(=C2)Cl)CN)CCC1 (3-ethyl-L-prolyl-N-[2-(aminomethyl)-5-chlorobenzyl]-L-prolinamide). RXN SMILES: C(OC([N:8]1[CH2:39][CH2:38][CH:37]([CH2:40][CH3:41])[C@H:9]1[C:10]([N:12]1[CH2:36][CH2:35][CH2:34][C@H:13]1[C:14]([NH:16][CH2:17][C:18]1[CH:23]=[C:22]([Cl:24])[CH:21]=[CH:20][C:19]=1[CH2:25][NH:26]C(OC(C)(C)C)=O)=[O:15])=[O:11])=O)(C)(C)C.Cl>O1CCOCC1>[CH2:40]([CH:37]1[CH2:38][CH2:39][NH:8][C@@H:9]1[C:10]([N:12]1[CH2:36][CH2:35][CH2:34][C@H:13]1[C:14]([NH:16][CH2:17][C:18]1[CH:23]=[C:22]([Cl:24])[CH:21]=[CH:20][C:19]=1[CH2:25][NH2:26])=[O:15])=[O:11])[CH3:41]. Procedure details: To a stirred solution of diastereomer A of 1-(tert-butoxycarbonyl)-3-ethylprolyl-N-(2-{[(tert-butoxycarbonyl)amino]methyl}-5-chlorobenzyl)-L-prolinamide (34 mg, 0.06 mmol) from the previous step in dioxane (2.0 mL) at ambient temperature was added an excess of 4.0 N solution of HCl in dioxane. The reaction was monitored for completeness by LCMS. The solvent was removed in vacuo to give the HCl salt of 3-ethyl-L-prolyl-N-[2-(aminomethyl)-5-chlorobenzyl]-L-prolinamide as a pale yellow oil. LCMS RT... Starting materials: C1(CCCCC1)C(CC(=O)NC)C1=CNC2=NC=CC=C21 (3-cyclohexyl-N-methyl-3-(1H-pyrrolo[2,3-b]pyridin-3-yl)-propionamide), [H-].[H-].[H-].[H-].[Li+].[Al+3] (LAH), [H-].[H-].[H-].[H-].[Li+].[Al+3] (LAH). Run in C1CCOC1 (THF). Run at time 8 hour. Yields the product C1(CCCCC1)C(CCNC)C1=CNC2=NC=CC=C21 ([3-Cyclohexyl-3-(1H-pyrrolo[2,3-b]pyridin-3-yl)-propyl]-methyl-amine). As a reaction SMILES: [CH:1]1([CH:7]([C:13]2[C:21]3[C:16](=[N:17][CH:18]=[CH:19][CH:20]=3)[NH:15][CH:14]=2)[CH2:8][C:9]([NH:11][CH3:12])=O)[CH2:6][CH2:5][CH2:4][CH2:3][CH2:2]1.[H-].[H-].[H-].[H-].[Li+].[Al+3]>C1COCC1>[CH:1]1([CH:7]([C:13]2[C:21]3[C:16](=[N:17][CH:18]=[CH:19][CH:20]=3)[NH:15][CH:14]=2)[CH2:8][CH2:9][NH:11][CH3:12])[CH2:2][CH2:3][CH2:4][CH2:5][CH2:6]1 |f:1.2.3.4.5.6|. Procedure details: To a RT solution of 3-cyclohexyl-N-methyl-3-(1H-pyrrolo[2,3-b]pyridin-3-yl)-propionamide (170 mg, 0.95 mmol) in THF (10 mL) was added LAH (1 M in THF, 1.5 mL). The mixture was stirred at RT overnight, and an additional LAH (1 M in THF, 2 mL) was added. The resulting mixture was refluxed for 4 hours and then quenched by addition of freshly ground Na2SO4.10H2O (3 g). After stirring for 1 hour, the solids were filtered off and the filtrate was concentrated and purified via preparative HPLC to give ... Reactants: CC(=O)OCC1OC(N=C=S)C(OC(C)=O)C(OC(C)=O)C1OC(C)=O, Cc1c(N)c(=O)n(-c2ccccc2)n1C, c1ccccc1. Yields the product CC(=O)OCC1OC(NC(=S)Nc2c(C)n(C)n(-c3ccccc3)c2=O)C(OC(C)=O)C(OC(C)=O)C1OC(C)=O. Reaction SMILES: [C:1]([CH3:2])(=[O:3])[O:4][CH:5]1[CH:6]([N:24]=[C:25]=[S:26])[O:7][CH:8]([CH2:19][O:20][C:21]([CH3:22])=[O:23])[CH:9]([O:15][C:16]([CH3:17])=[O:18])[CH:10]1[O:11][C:12]([CH3:13])=[O:14].[CH3:27][c:28]1[c:29]([NH2:30])[c:31](=[O:32])[n:33](-[c:34]2[cH:35][cH:36][cH:37][cH:38][cH:39]2)[n:40]1[CH3:41].[cH:42]1[cH:43][cH:44][cH:45][cH:46][cH:47]1>>[C:1]([CH3:2])(=[O:3])[O:4][CH:5]1[CH:6]([NH:24][C:25](=[S:26])[NH:30][c:29]2[c:28]([CH3:27])[n:40]([CH3:41])[n:33](-[c:34]3[cH:35][cH:36][cH:37][cH:38][cH:39]3)[c:31]2=[O:32])[O:7][CH:8]([CH2:19][O:20][C:21]([CH3:22])=[O:23])[CH:9]([O:15][C:16]([CH3:17])=[O:18])[CH:10]1[O:11][C:12]([CH3:13])=[O:14]. Reaction SMILES: [CH2:1]([c:2]1[cH:3][cH:4][cH:5][cH:6][cH:7]1)[O:8][c:9]1[cH:10][cH:11][c:12]([CH:20]([CH2:21][NH:22][C:23]([CH2:24][c:25]2[cH:26][c:27]([O:31][CH2:32][CH2:33][C:34]34[CH2:35][CH:36]5[CH2:37][CH:38]([CH2:39][CH:40]([CH2:41]3)[CH2:42]5)[CH2:43]4)[cH:28][cH:29][cH:30]2)([CH3:44])[CH3:45])[O:46][Si:47]([C:48]([CH3:49])([CH3:50])[CH3:51])([CH3:52])[CH3:53])[c:13]2[cH:14][cH:15][c:16](=[O:19])[nH:17][c:18]12.[CH3:55][CH2:56][CH2:57][CH2:58][N+:59]([CH2:60][CH2:61][CH2:62][CH3:63])([CH2:64][CH2:65][CH2:66][CH3:67])[CH2:68][CH2:69][CH2:70][CH3:71].[F-:54].[O:72]1[CH2:73][CH2:74][CH2:75][CH2:76]1>>[CH2:1]([c:2]1[cH:3][cH:4][cH:5][cH:6][cH:7]1)[O:8][c:9]1[cH:10][cH:11][c:12]([CH:20]([CH2:21][NH:22][C:23]([CH2:24][c:25]2[cH:26][c:27]([O:31][CH2:32][CH2:33][C:34]34[CH2:35][CH:36]5[CH2:37][CH:38]([CH2:39][CH:40]([CH2:41]3)[CH2:42]5)[CH2:43]4)[cH:28][cH:29][cH:30]2)([CH3:44])[CH3:45])[OH:46])[c:13]2[cH:14][cH:15][c:16](=[O:19])[nH:17][c:18]12. The reactants are CC(C)(Cc1cccc(OCCC23CC4CC(CC(C4)C2)C3)c1)NCC(O[Si](C)(C)C(C)(C)C)c1ccc(OCc2ccccc2)c2[nH]c(=O)ccc12, CCCC[N+](CCCC)(CCCC)CCCC, [F-], C1CCOC1. The product is CC(C)(Cc1cccc(OCCC23CC4CC(CC(C4)C2)C3)c1)NCC(O)c1ccc(OCc2ccccc2)c2[nH]c(=O)ccc12. The reactants are C(C)(=O)C1=CC=C(C=C1)S(=O)(=O)Cl (4-acetylbenzenesulfonyl chloride), C(C)(=O)C1=CC=C(C=C1)S(=O)(=O)[O-].[Na+] (sodium 4-acetylbenzenesulfonate), N (ammonia). Product: C(C)(=O)C1=CC=C(C=C1)S(=O)(=O)N (4-Acetylbenzenesulfonamide). RXN SMILES: [C:1]([C:4]1[CH:9]=[CH:8][C:7]([S:10](Cl)(=[O:12])=[O:11])=[CH:6][CH:5]=1)(=[O:3])[CH3:2].C(C1C=CC(S([O-])(=O)=O)=CC=1)(=O)C.[Na+].[NH3:28]>>[C:1]([C:4]1[CH:9]=[CH:8][C:7]([S:10]([NH2:28])(=[O:12])=[O:11])=[CH:6][CH:5]=1)(=[O:3])[CH3:2] |f:1.2|. Reported procedure: The damp 4-acetylbenzenesulfonyl chloride from 50 g. of sodium 4-acetylbenzenesulfonate is added in portions, with stirring, to 500 ml. of concentrated aqueous ammonia. The mixture is stirred at room temperature for 16 hours, cooled, and the precipitated 4-acetylbenzenesulfonamide removed by filtration and crystallized from aqueous ethanol/acetone; m.p. 177°-179° C. Reactants: C1(=CC=CC=C1)C(=C1CCN(CC1)CCCCC#N)C1=CC=CC=C1 (4-(diphenylmethylene)-1-(4-cyanobutyl)-piperidine), [H-].[Al+3].[Li+].[H-].[H-].[H-] (lithium aluminum hydride). The product is NCCCCCN1CCC(CC1)=C(C1=CC=CC=C1)C1=CC=CC=C1 (1-(5-Aminopentyl)-4-(diphenylmethylene)piperidine). Isolated yield 36.0%. Reaction SMILES: [C:1]1([C:7]([C:20]2[CH:25]=[CH:24][CH:23]=[CH:22][CH:21]=2)=[C:8]2[CH2:13][CH2:12][N:11]([CH2:14][CH2:15][CH2:16][CH2:17][C:18]#[N:19])[CH2:10][CH2:9]2)[CH:6]=[CH:5][CH:4]=[CH:3][CH:2]=1.[H-].[Al+3].[Li+].[H-].[H-].[H-]>>[NH2:19][CH2:18][CH2:17][CH2:16][CH2:15][CH2:14][N:11]1[CH2:12][CH2:13][C:8](=[C:7]([C:20]2[CH:21]=[CH:22][CH:23]=[CH:24][CH:25]=2)[C:1]2[CH:2]=[CH:3][CH:4]=[CH:5][CH:6]=2)[CH2:9][CH2:10]1 |f:1.2.3.4.5.6|. Reported procedure: The title compound was prepared in a yield of 36% in a similar manner to that described in Preparation 41' by reacting 4-(diphenylmethylene)-1-(4-cyanobutyl)-piperidine (prepared as described in Preparation 39') and lithium aluminum hydride. Reactants: ClC1=C(C2=CC=CC=C2C(=C1)Cl)OC1=C(N)C=CC=C1 (2-(2,4-dichloronaphth-1-oxy)aniline), NC=1SC=CN1 (2-aminothiazole), NC1=CC=CC=C1 (aniline), ClC1=C(C2=CC=CC=C2C(=C1)Cl)O (2,4-dichloronaphth-1-ol), FC1=C(C=CC=C1)[N+](=O)[O-] (1-fluoro-2-nitrobenzene). Product: ClC1=C(C2=CC=CC=C2C(=C1)Cl)OC1=C(C=CC=C1)[N+](=O)[O-] (2-(2,4-Dichloronaphth-1-oxy)-1-nitrobenzene), ClC1=C(C2=CC=CC=C2C(=C1)Cl)OC1=C(C=CC=C1)NC(=O)NC=1SC=CN1 (N-[2-(2,4-Dichloronaphth-1-oxy)phenyl]-N′-thiazolylurea). Isolated yield 40.0%. As a reaction SMILES: [Cl:1][C:2]1[CH:11]=[C:10]([Cl:12])[C:9]2[C:4](=[CH:5][CH:6]=[CH:7][CH:8]=2)[C:3]=1[OH:13].F[C:15]1[CH:20]=[CH:19][CH:18]=[CH:17][C:16]=1[N+:21]([O-:23])=[O:22].NC1C=CC=CC=1.[Cl:31][C:32]1[CH:41]=[C:40]([Cl:42])[C:39]2[C:34](=[CH:35][CH:36]=[CH:37][CH:38]=2)[C:33]=1[O:43][C:44]1[CH:50]=[CH:49][CH:48]=[CH:47][C:45]=1[NH2:46].[NH2:51][C:52]1[S:53][CH:54]=[CH:55][N:56]=1>>[Cl:1][C:2]1[CH:11]=[C:10]([Cl:12])[C:9]2[C:4](=[CH:5][CH:6]=[CH:7][CH:8]=2)[C:3]=1[O:13][C:15]1[CH:20]=[CH:19][CH:18]=[CH:17][C:16]=1[N+:21]([O-:23])=[O:22].[Cl:31][C:32]1[CH:41]=[C:40]([Cl:42])[C:39]2[C:34](=[CH:35][CH:36]=[CH:37][CH:38]=2)[C:33]=1[O:43][C:44]1[CH:50]=[CH:49][CH:48]=[CH:47][C:45]=1[NH:46][C:3]([NH:51][C:52]1[S:53][CH:54]=[CH:55][N:56]=1)=[O:13]. Procedure: 2-(2,4-Dichloronaphth-1-oxy)-1-nitrobenzene (1.17 g, 60%) was prepared from 2,4-dichloronaphth-1-ol (1.06 g, 5.0 mmol) and 1-fluoro-2-nitrobenzene (0.71 g, 5.0 mmol) following the general procedure A. This was reduced to 2-2,4-dichloronaphth-1-oxy)aniline (0.45 g, 60%, 2.5 mmol scale) following general procedure B. N-[2-(2,4-Dichloronaphth-1-oxy)phenyl]-N′-thiazolylurea (172 g, 40%) was prepared from 2-(2,4-dichloronaphth-1-oxy)aniline (303 mg, 1.0 mmol) and 2-aminothiazole (100 mg, 1.0 mmol) fo... Procedure details: 4-Bromo-6-trichlorovinyl-1,3-benzenedisulfonamide and furfurylamine are reacted at 70° C. for 10 hours in analogy to above procedure to give 4-furfurylamino-6-(1,2,2-trichlorovinyl)-1,3-benzenedisulfonamide with m.p. 155°-155° C. Reaction SMILES: Br[C:2]1[CH:7]=[C:6]([C:8]([Cl:12])=[C:9]([Cl:11])[Cl:10])[C:5]([S:13]([NH2:16])(=[O:15])=[O:14])=[CH:4][C:3]=1[S:17]([NH2:20])(=[O:19])=[O:18].[CH2:21]([NH2:27])[C:22]1[O:26][CH:25]=[CH:24][CH:23]=1>>[CH2:21]([NH:27][C:2]1[CH:7]=[C:6]([C:8]([Cl:12])=[C:9]([Cl:11])[Cl:10])[C:5]([S:13]([NH2:16])(=[O:15])=[O:14])=[CH:4][C:3]=1[S:17]([NH2:20])(=[O:19])=[O:18])[C:22]1[O:26][CH:25]=[CH:24][CH:23]=1. The product is C(C1=CC=CO1)NC1=C(C=C(C(=C1)C(=C(Cl)Cl)Cl)S(=O)(=O)N)S(=O)(=O)N (4-furfurylamino-6-(1,2,2-trichlorovinyl)-1,3-benzenedisulfonamide). The reactants are BrC1=C(C=C(C(=C1)C(=C(Cl)Cl)Cl)S(=O)(=O)N)S(=O)(=O)N (4-Bromo-6-trichlorovinyl-1,3-benzenedisulfonamide), C(C1=CC=CO1)N (furfurylamine).